Task: describe an organic reaction: reactants, conditions, products, and yield. Dataset: the Open Reaction Database (ORD), a public repository of structured organic reaction records Yield: 46.3%. The reactants are CN1CCN(CC1)C1=CC=C(C=C1)N (4-(4-methyl-piperazin-1-yl)-phenylamine), OC=C1C(NC2=CC(=CC=C12)C(=O)C=1C=C(C=CC1)NC(=O)C=1SC(=CC1)C(C)=O)=O (5-Acetyl-thiophene-2-carboxylic acid [3-(3-hydroxymethylene-2-oxo-2,3-dihydro-1H-indole-6-carbonyl)-phenyl]-amide). Solvent: C1CCOC1 (THF), Hexanes. The product is CN1CCN(CC1)C1=CC=C(C=C1)NC=C1C(NC2=CC(=CC=C12)C(=O)C=1C=C(C=CC1)NC(=O)C=1SC(=CC1)C(C)=O)=O (5-Acetyl-thiophene-2-carboxylic acid [3-(3-{[4-(4-methyl-piperazin-1-yl)-phenylamino]-methylene}-2-oxo-2,3-dihydro-1H-indole-6-carbonyl)-phenyl]-amide). Conditions: temperature 65 celsius, time 24 hour. Procedure: A small screw cap test tube was charged with 5-Acetyl-thiophene-2-carboxylic acid [3-(3-hydroxymethylene-2-oxo-2,3-dihydro-1H-indole-6-carbonyl)-phenyl]-amide (as prepared in Example 54, 100 mg, 0.231 mmol) and THF (2 mL). To the resulting solution was added 4-(4-methyl-piperazin-1-yl)-phenylamine (48.65 mg, 0.254 mmol), and the mixture was stirred for 24 h at 65° C. Subsequently, the reaction mixture was cooled to room temperature. Hexanes were added to the reaction mixture. The solid precipita... Reaction SMILES: O[CH:2]=[C:3]1[C:11]2[C:6](=[CH:7][C:8]([C:12]([C:14]3[CH:15]=[C:16]([NH:20][C:21]([C:23]4[S:24][C:25]([C:28](=[O:30])[CH3:29])=[CH:26][CH:27]=4)=[O:22])[CH:17]=[CH:18][CH:19]=3)=[O:13])=[CH:9][CH:10]=2)[NH:5][C:4]1=[O:31].[CH3:32][N:33]1[CH2:38][CH2:37][N:36]([C:39]2[CH:44]=[CH:43][C:42]([NH2:45])=[CH:41][CH:40]=2)[CH2:35][CH2:34]1>C1COCC1>[CH3:32][N:33]1[CH2:34][CH2:35][N:36]([C:39]2[CH:44]=[CH:43][C:42]([NH:45][CH:2]=[C:3]3[C:11]4[C:6](=[CH:7][C:8]([C:12]([C:14]5[CH:15]=[C:16]([NH:20][C:21]([C:23]6[S:24][C:25]([C:28](=[O:30])[CH3:29])=[CH:26][CH:27]=6)=[O:22])[CH:17]=[CH:18][CH:19]=5)=[O:13])=[CH:9][CH:10]=4)[NH:5][C:4]3=[O:31])=[CH:41][CH:40]=2)[CH2:37][CH2:38]1. The reactants are C(C1=CC=CC=C1)OC1=NC=CC=C1CCC1=CC=C(C(=O)OC)C=C1 (Methyl 4-[2-(2-benzyloxypyrid-3-yl)ethyl]benzoate), [OH-].[Na+] (NaOH). The solvent is CCO (EtOH). Reaction conditions: time 48 hour. Yields the product C(C1=CC=CC=C1)OC1=NC=CC=C1CCC1=CC=C(C(=O)O)C=C1 (4-[2-(2-benzyloxypyrid-3-yl)ethyl]benzoic acid). Yield: 38.0%. As a reaction SMILES: [CH2:1]([O:8][C:9]1[C:14]([CH2:15][CH2:16][C:17]2[CH:26]=[CH:25][C:20]([C:21]([O:23]C)=[O:22])=[CH:19][CH:18]=2)=[CH:13][CH:12]=[CH:11][N:10]=1)[C:2]1[CH:7]=[CH:6][CH:5]=[CH:4][CH:3]=1.[OH-].[Na+]>CCO>[CH2:1]([O:8][C:9]1[C:14]([CH2:15][CH2:16][C:17]2[CH:18]=[CH:19][C:20]([C:21]([OH:23])=[O:22])=[CH:25][CH:26]=2)=[CH:13][CH:12]=[CH:11][N:10]=1)[C:2]1[CH:3]=[CH:4][CH:5]=[CH:6][CH:7]=1 |f:1.2|. Procedure: Methyl 4-[2-(2-benzyloxypyrid-3-yl)ethyl]benzoate was dissolved in EtOH (5 ml) and treated with NaOH (1N, 1.04 ml). The reaction was stirred at ambient temperature for 48 hours, 1N HCL (1.04 ml) was added and the precipitate was filtered and recrystllised from iso-propanol to give 4-[2-(2-benzyloxypyrid-3-yl)ethyl]benzoic acid as a white solid (0.054 g, 38%). Starting materials: [N+](=O)([O-])C1=CC=C(C=C1)C1(CC1)C(=O)OCC (ethyl 1-(4-nitrophenyl)cyclopropanecarboxylate). The reagents and catalysts are [Pd] (Pd/C). Run in O1CCCC1 (tetrahydrofuran). Reaction conditions: temperature 23 celsius, time 1 hour. Yields the product NC1=CC=C(C=C1)C1(CC1)C(=O)OCC (Ethyl 1-(4-aminophenyl)cyclopropanecarboxylate). RXN SMILES: [N+:1]([C:4]1[CH:9]=[CH:8][C:7]([C:10]2([C:13]([O:15][CH2:16][CH3:17])=[O:14])[CH2:12][CH2:11]2)=[CH:6][CH:5]=1)([O-])=O>O1CCCC1.[Pd]>[NH2:1][C:4]1[CH:5]=[CH:6][C:7]([C:10]2([C:13]([O:15][CH2:16][CH3:17])=[O:14])[CH2:12][CH2:11]2)=[CH:8][CH:9]=1. Procedure: 11.3 g of ethyl 1-(4-nitrophenyl)cyclopropanecarboxylate are dissolved in 110 ml of tetrahydrofuran, 1 g of 5% Pd/C (52.3% of water) is added, and the mixture is stirred at 23° C. under a hydrogen atmosphere for 1 h. After aeration, the solid material is filtered off, and the filtrate is evaporated to dryness in vacuo. Yield: 9.8 g (100%) of ethyl 1-(4-aminophenyl)cyclopropanecarboxylate; LC-MS retention time: 1.18 min (“nonpolar” gradient). Yields the product COc1cc(Nc2cc(-n3nc(C)c4c3CC(C)(C)CC4=O)ccc2C#N)cc(OC)c1OC. RXN SMILES: [Br:7][c:8]1[c:9]([C:10]#[N:11])[cH:12][cH:13][c:14](-[n:16]2[n:17][c:18]([CH3:28])[c:19]3[c:24]2[CH2:23][C:22]([CH3:25])([CH3:26])[CH2:21][C:20]3=[O:27])[cH:15]1.[CH3:1][C:2]([CH3:3])([O-:4])[CH3:5].[CH3:29][O:30][c:31]1[cH:32][c:33]([NH2:34])[cH:35][c:36]([O:40][CH3:41])[c:37]1[O:38][CH3:39].[CH3:42][c:43]1[cH:44][cH:45][cH:46][cH:47][cH:48]1.[CH3:49][CH2:50][O:51][C:52](=[O:53])[CH3:54].[Na+:6].[O-:56][C:57]([CH3:58])=[O:59].[O-:60][C:61]([CH3:62])=[O:63].[Pd+2:55]>>[c:8]1([NH:34][c:33]2[cH:32][c:31]([O:30][CH3:29])[c:37]([O:38][CH3:39])[c:36]([O:40][CH3:41])[cH:35]2)[c:9]([C:10]#[N:11])[cH:12][cH:13][c:14](-[n:16]2[n:17][c:18]([CH3:28])[c:19]3[c:24]2[CH2:23][C:22]([CH3:25])([CH3:26])[CH2:21][C:20]3=[O:27])[cH:15]1. Reactants: Cc1nn(-c2ccc(C#N)c(Br)c2)c2c1C(=O)CC(C)(C)C2, CC(C)(C)[O-], COc1cc(N)cc(OC)c1OC, Cc1ccccc1, CCOC(C)=O, [Na+], CC(=O)[O-], CC(=O)[O-], [Pd+2]. Reported procedure: A combination of 0.5 g. (1.33 mmole) of 1,2-dihydro-5,5-dimethyl-10-hydroxy-8-(3-methyl-2-octyl)-3H,5H-thiopyrano [2,3-c][1]benzopyran, 0.30 g. (1.45 mmole) of dicyclohexylcarbodiimide, 0.29 g. (1.33 mmole) of 2-methyl-4-piperidinobutyric acid hydrochloride and 25 ml. of methylene chloride was stirred at room temperature for 16 hours. The reaction mixture was cooled for several hours and the byproduct of dicyclohexylurea was removed by filtration. After removal of the solvent on a rotary evapora... Run in CO.C(Cl)(Cl)Cl (MeOH CHCl3). Yields the product Cl.CC1(OC2=C(C3=C1SCCC3)C(=CC(=C2)C(C)C(CCCCC)C)OC(C(CCN2CCCCC2)C)=O)C (1,2-Dihydro-5,5-dimethyl-8-(3-methyl-2-octyl)-10-[2-methyl-4-(piperidino)butyryloxy]-3H,5H-thiopyrano[2,3-c][1]benzopyran hydrochloride). The reactants are CC1(OC2=C(C3=C1SCCC3)C(=CC(=C2)C(C)C(CCCCC)C)O)C (1,2-dihydro-5,5-dimethyl-10-hydroxy-8-(3-methyl-2-octyl)-3H,5H-thiopyrano [2,3-c][1]benzopyran), C(Cl)Cl (methylene chloride), beige solid, C1(CCCCC1)N=C=NC1CCCCC1 (dicyclohexylcarbodiimide), Cl.CC(C(=O)O)CCN1CCCCC1 (2-methyl-4-piperidinobutyric acid hydrochloride). Reaction SMILES: [CH3:1][C:2]1([CH3:26])[C:7]2[S:8][CH2:9][CH2:10][CH2:11][C:6]=2[C:5]2[C:12]([OH:25])=[CH:13][C:14]([CH:16]([CH:18]([CH3:24])[CH2:19][CH2:20][CH2:21][CH2:22][CH3:23])[CH3:17])=[CH:15][C:4]=2[O:3]1.C1(N=C=NC2CCCCC2)CCCCC1.Cl.[CH3:43][CH:44]([CH2:48][CH2:49][N:50]1[CH2:55][CH2:54][CH2:53][CH2:52][CH2:51]1)[C:45](O)=[O:46].C(Cl)[Cl:57]>CO.C(Cl)(Cl)Cl>[ClH:57].[CH3:26][C:2]1([CH3:1])[C:7]2[S:8][CH2:9][CH2:10][CH2:11][C:6]=2[C:5]2[C:12]([O:25][C:45](=[O:46])[CH:44]([CH3:43])[CH2:48][CH2:49][N:50]3[CH2:55][CH2:54][CH2:53][CH2:52][CH2:51]3)=[CH:13][C:14]([CH:16]([CH:18]([CH3:24])[CH2:19][CH2:20][CH2:21][CH2:22][CH3:23])[CH3:17])=[CH:15][C:4]=2[O:3]1 |f:2.3,5.6,7.8|. Starting materials: N[C@@H](CC1=CC=CC=C1)C(=O)O (L-Phenylalanine), C([O-])([O-])=O.[K+].[K+] (potassium carbonate), C(C1=CC=CC=C1)Br (benzyl bromide), C(O)([O-])=O.[Na+] (sodium hydrogencarbonate). The solvent is O (water), CO (methanol). Yields the product benzyl ester, C(C1=CC=CC=C1)N([C@@H](CC1=CC=CC=C1)C(=O)O)CC1=CC=CC=C1 (N,N-dibenzyl-L-phenylalanine). Yield: 214.8%. Reaction SMILES: [NH2:1][C@H:2]([C:10]([OH:12])=[O:11])[CH2:3][C:4]1[CH:9]=[CH:8][CH:7]=[CH:6][CH:5]=1.C(=O)([O-])[O-].[K+].[K+].[CH2:19](Br)[C:20]1[CH:25]=[CH:24][CH:23]=[CH:22][CH:21]=1.C(=O)([O-])O.[Na+]>O.CO>[CH2:19]([N:1]([CH2:3][C:4]1[CH:9]=[CH:8][CH:7]=[CH:6][CH:5]=1)[C@H:2]([C:10]([OH:12])=[O:11])[CH2:3][C:4]1[CH:9]=[CH:8][CH:7]=[CH:6][CH:5]=1)[C:20]1[CH:25]=[CH:24][CH:23]=[CH:22][CH:21]=1 |f:1.2.3,5.6|. Procedure: L-Phenylalanine (16.5 g) and potassium carbonate (27.6 g) were added to a mixed solvent of methanol (100 ml) and water (100 ml). Then, benzyl bromide (68.4 g) was added to the obtained mixture, and they were stirred under heating and reflux for 3 hours. The reaction mixture was cooled to room temperature, and poured on ice/water. After the extraction with diethyl ether (300 ml), the obtained solution in diethyl ether was dried over anhydrous sodium sulfate. Sodium sulfate was filtered out. 4 N s... The reactants are [Br-], CCOC(=O)C(C(=O)OCC)=C(C)C, CCO, [K+], [OH-], [Mg+]c1ccccc1. Product: CCOC(=O)C(C(=O)OCC)C(C)(C)c1ccccc1. Reaction SMILES: [Br-:1].[C:9]([CH3:10])([CH3:11])=[C:12]([C:13](=[O:14])[O:15][CH2:16][CH3:17])[C:18](=[O:19])[O:20][CH2:21][CH3:22].[CH3:25][CH2:26][OH:27].[K+:24].[OH-:23].[c:2]1([Mg+:8])[cH:3][cH:4][cH:5][cH:6][cH:7]1>>[c:2]1([C:9]([CH3:10])([CH3:11])[CH:12]([C:13](=[O:14])[O:15][CH2:16][CH3:17])[C:18](=[O:19])[O:20][CH2:21][CH3:22])[cH:3][cH:4][cH:5][cH:6][cH:7]1. Starting materials: C1(=CC=CC=C1)C1=NC(=CC2=CC=CC=C12)CCC(=O)O (1-Phenyl-3-isoquinolinepropanoic acid), S(O)(O)(=O)=O (sulphuric acid), C(C)O (ethanol), N (ammonia). The solvent is O (water). The product is C1(=CC=CC=C1)C1=NC(=CC2=CC=CC=C12)CCC(=O)OCC (Ethyl 1-phenyl-3-isoquinolinepropionate). Reaction SMILES: [C:1]1([C:7]2[C:16]3[C:11](=[CH:12][CH:13]=[CH:14][CH:15]=3)[CH:10]=[C:9]([CH2:17][CH2:18][C:19]([OH:21])=[O:20])[N:8]=2)[CH:6]=[CH:5][CH:4]=[CH:3][CH:2]=1.S(=O)(=O)(O)O.N.[CH2:28](O)[CH3:29]>O>[C:1]1([C:7]2[C:16]3[C:11](=[CH:12][CH:13]=[CH:14][CH:15]=3)[CH:10]=[C:9]([CH2:17][CH2:18][C:19]([O:21][CH2:28][CH3:29])=[O:20])[N:8]=2)[CH:2]=[CH:3][CH:4]=[CH:5][CH:6]=1. Procedure details: 1-Phenyl-3-isoquinolinepropanoic acid (2 g) and concentrated sulphuric acid (2 cc) in absolute ethanol (20 cc) are stirred for 20 hours at room temperature (approximately 20° C.). The mixture is diluted with water (100 cc), alkalinised to pH 9 with concentrated ammonia solution and extracted with methylene chloride (3×50 cc). The organic phase is dried over magnesium sulphate, filtered and evaporated to dryness under reduced pressure. Ethyl 1-phenyl-3-isoquinolinepropionate (1.9 g) is obtained i... Reactants: C(C)OCC (diethyl ether), ClCC1=COC2=C1C=C(C=C2)F (3-chloromethyl-5-fluorobenzofuran), [C-]#N.[Na+] (sodium cyanide). Product: FC=1C=CC2=C(C(=CO2)CC#N)C1 (5-fluorobenzofuran-3-ylacetonitrile). Reaction SMILES: [C-:1]#[N:2].[Na+].Cl[CH2:5][C:6]1[C:10]2[CH:11]=[C:12]([F:15])[CH:13]=[CH:14][C:9]=2[O:8][CH:7]=1.C(OCC)C>CS(C)=O>[F:15][C:12]1[CH:13]=[CH:14][C:9]2[O:8][CH:7]=[C:6]([CH2:5][C:1]#[N:2])[C:10]=2[CH:11]=1 |f:0.1|. Procedure details: A suspension of sodium cyanide (10 g) in dimethylsulfoxide (150 mL) was heated to 80° C. followed by quick addition of a solution of 3-chloromethyl-5-fluorobenzofuran (10 g) in dimethylsulfoxide (50 mL). The mixture was kept at 80° C. for ½ h and then poured onto ice. Standard work-up with diethyl ether gave a dark crystalline material, 5-fluorobenzofuran-3-ylacetonitrile (8.8 g). Solvent: CS(=O)C (dimethylsulfoxide), CS(=O)C (dimethylsulfoxide). Yield: 92.7%. Reaction conditions: temperature 80 celsius, time 0.5 hour.